Dataset: the Open Reaction Database (ORD), a public repository of structured organic reaction records. Task: describe an organic reaction: reactants, conditions, products, and yield Reactants: N[C@H]1[C@@H]2N(C(=C(CS2)COC(NC)=O)C(=O)OC(C2=CC=CC=C2)C2=CC=CC=C2)C1=O (diphenylmethyl 7β-amino-3-methylcarbamoyloxymethyl-3-cephem-4-carboxylate), CN1CCOCC1 (N-methylmorpholine), C(CC(O)(C(=O)O)CC(=O)O)(=O)O (citric acid), C(C)(C)(C)OC(=O)NC=1SC=C(N1)C(C(=O)O)=CCC (2-(2-tert-butoxycarbonylaminothiazol-4-yl)-2-pentenoic acid), CS(=O)(=O)Cl (methanesulfonyl chloride). Solvent: ClCCl (dichloromethane), ClCCl (dichloromethane), C(C)N(CC)CC (triethylamine). Conditions: temperature -65 celsius, time 3 hour. Product: C(C)(C)(C)OC(=O)NC=1SC=C(N1)C(C(=O)N[C@H]1[C@@H]2N(C(=C(CS2)COC(NC)=O)C(=O)OC(C2=CC=CC=C2)C2=CC=CC=C2)C1=O)=CCC (diphenylmethyl 7β-[2-(2-tert-butoxycarbonylaminothiazol-4-yl)-2-pentenoylamino]-3-methylcarbamoyloxymethyl-3-cephem-4-carboxylate). Yield: 85.3%. As a reaction SMILES: [C:1]([O:5][C:6]([NH:8][C:9]1[S:10][CH:11]=[C:12]([C:14](=[CH:18][CH2:19][CH3:20])[C:15]([OH:17])=O)[N:13]=1)=[O:7])([CH3:4])([CH3:3])[CH3:2].CS(Cl)(=O)=O.[NH2:26][C@@H:27]1[C:56](=[O:57])[N:29]2[C:30]([C:40]([O:42][CH:43]([C:50]3[CH:55]=[CH:54][CH:53]=[CH:52][CH:51]=3)[C:44]3[CH:49]=[CH:48][CH:47]=[CH:46][CH:45]=3)=[O:41])=[C:31]([CH2:34][O:35][C:36](=[O:39])[NH:37][CH3:38])[CH2:32][S:33][C@H:28]12.CN1CCOCC1.C(O)(=O)CC(CC(O)=O)(C(O)=O)O>ClCCl.C(N(CC)CC)C>[C:1]([O:5][C:6]([NH:8][C:9]1[S:10][CH:11]=[C:12]([C:14](=[CH:18][CH2:19][CH3:20])[C:15]([NH:26][C@@H:27]2[C:56](=[O:57])[N:29]3[C:30]([C:40]([O:42][CH:43]([C:50]4[CH:55]=[CH:54][CH:53]=[CH:52][CH:51]=4)[C:44]4[CH:45]=[CH:46][CH:47]=[CH:48][CH:49]=4)=[O:41])=[C:31]([CH2:34][O:35][C:36](=[O:39])[NH:37][CH3:38])[CH2:32][S:33][C@H:28]23)=[O:17])[N:13]=1)=[O:7])([CH3:2])([CH3:3])[CH3:4]. Procedure details: To a solution of 2-(2-tert-butoxycarbonylaminothiazol-4-yl)-2-pentenoic acid (1.49 g) in dichloromethane (60 ml) are added triethylamine (0.83 ml) and methanesulfonyl chloride (0.4 ml) at -65° C., and the mixture is stirred for 3 hours at -65° C. To the mixture is added diphenylmethyl 7β-amino-3-methylcarbamoyloxymethyl-3-cephem-4-carboxylate (2.26 g) and N-methylmorpholine (0.55 ml) in dichloromethane (60 ml). After 2 hours, the reaction mixture is neutralized with 10% citric acid, washed with ... Starting materials: FC1=C(C=CC=C1)B(O)O (2-fluorophenylboronic acid), C(C)O (ethanol), BrC=1C=NC(=NC1)N1C=C(C2=CC=C(C=C12)C(=O)OC)SC (Methyl 1-(5-bromopyrimidin-2-yl)-3-(methylthio)-1H-indole-6-carboxylate). The reagents and catalysts are C=1C=CC(=CC1)[P](C=2C=CC=CC2)(C=3C=CC=CC3)[Pd]([P](C=4C=CC=CC4)(C=5C=CC=CC5)C=6C=CC=CC6)([P](C=7C=CC=CC7)(C=8C=CC=CC8)C=9C=CC=CC9)[P](C=1C=CC=CC1)(C=1C=CC=CC1)C=1C=CC=CC1 (Tetrakis(triphenylphosphine)palladium(0)). Run in COCCOC (DME), C([O-])([O-])=O.[Na+].[Na+] (sodium carbonate). Conditions: temperature 90 celsius. The product is FC1=C(C=CC=C1)C=1C=NC(=NC1)N1C=C(C2=CC=C(C=C12)C(=O)OC)SC (Methyl 1-(5-(2-fluorophenyl)pyrimidin-2-yl)-3-(methylthio)-1H-indole-6-carboxylate). Reaction SMILES: [F:1][C:2]1[CH:7]=[CH:6][CH:5]=[CH:4][C:3]=1B(O)O.C(O)C.Br[C:15]1[CH:16]=[N:17][C:18]([N:21]2[C:29]3[C:24](=[CH:25][CH:26]=[C:27]([C:30]([O:32][CH3:33])=[O:31])[CH:28]=3)[C:23]([S:34][CH3:35])=[CH:22]2)=[N:19][CH:20]=1>COCCOC.C(=O)([O-])[O-].[Na+].[Na+].C1C=CC([P]([Pd]([P](C2C=CC=CC=2)(C2C=CC=CC=2)C2C=CC=CC=2)([P](C2C=CC=CC=2)(C2C=CC=CC=2)C2C=CC=CC=2)[P](C2C=CC=CC=2)(C2C=CC=CC=2)C2C=CC=CC=2)(C2C=CC=CC=2)C2C=CC=CC=2)=CC=1>[F:1][C:2]1[CH:7]=[CH:6][CH:5]=[CH:4][C:3]=1[C:15]1[CH:20]=[N:19][C:18]([N:21]2[C:29]3[C:24](=[CH:25][CH:26]=[C:27]([C:30]([O:32][CH3:33])=[O:31])[CH:28]=3)[C:23]([S:34][CH3:35])=[CH:22]2)=[N:17][CH:16]=1 |f:4.5.6,^1:51,53,72,91|. Procedure: Tetrakis(triphenylphosphine)palladium(0) (0.15 g, 0.13 mmol), 2-fluorophenylboronic acid (0.93 g, 6.64 mmol) and ethanol (40 mL) were added under an argon atmosphere to a mixture of 51b) (2.0 g, 5.3 mmol) in DME (40 mL) and 2M sodium carbonate solution (5.3 mL). The resulting mixture was heated at 90° C. for 3 h and then filtered through a pad of celite that was subsequently rinsed with dichloromethane (2×50 mL). The filtrate was concentrated and the remnant purified by column chromatography [10... The reactants are C(C)(C)(C)OC(N(CC#CCCC)CC=C)=O (allyl-hex-2-ynyl-carbamic acid tert-butyl ester), C[N+]1(CCOCC1)[O-] (N-methylmorpholine N-oxide). The reagents and catalysts are [CH-]=O.[CH-]=O.[C-]#[O+].[C-]#[O+].[C-]#[O+].[C-]#[O+].[C-]#[O+].[C-]#[O+].[Co].[Co+2] (dicobalt octacarbonyl). The solvent is ClCCl (dichloromethane). Conditions: time 1.5 hour. The product is C(C)(C)(C)OC(=O)N1CC=2C(C1)CC(C2CCC)=O (5-oxo-6-propyl-3,3a,4,5-tetrahydro-1H-cyclopenta[c]pyrrole-2-carboxylic acid tert-butyl ester). Isolated yield 38.8%. Reaction SMILES: [C:1]([O:5][C:6](=[O:17])[N:7]([CH2:14][CH:15]=[CH2:16])[CH2:8][C:9]#[C:10][CH2:11][CH2:12][CH3:13])([CH3:4])([CH3:3])[CH3:2].C[N+]1([O-])CC[O:22][CH2:21]C1>ClCCl.[CH-]=O.[CH-]=O.[C-]#[O+].[C-]#[O+].[C-]#[O+].[C-]#[O+].[C-]#[O+].[C-]#[O+].[Co].[Co+2]>[C:1]([O:5][C:6]([N:7]1[CH2:14][CH:15]2[CH2:16][C:21](=[O:22])[C:10]([CH2:11][CH2:12][CH3:13])=[C:9]2[CH2:8]1)=[O:17])([CH3:3])([CH3:2])[CH3:4] |f:3.4.5.6.7.8.9.10.11.12|. Reported procedure: A solution of allyl-hex-2-ynyl-carbamic acid tert-butyl ester (741 mg, 3.12 mmol) in dichloromethane (50 mL) was added to dicobalt octacarbonyl (1.12 g, 3.28 mmol) under an argon atmosphere. The resulting solution was stirred at room temperature for 1.5 h. After this time, N-methylmorpholine N-oxide (2.56 g, 21.9 mmol) was added in portions during a 60 min period. Upon completion of addition, the reaction mixture was stirred for an additional 2.5 h. At the conclusion of this period, the mixture ... Reactants: NC1=C(C=CC=C1)O (2-aminophenol), BrC1C(=O)OCC1 (2-bromo-γ-butyrolactone), C([O-])([O-])=O.[K+].[K+] (potassium carbonate). The solvent is CN(C)C=O (DMF). Reaction conditions: temperature 75 celsius, time 6 hour. The product is OCCC1OC2=C(NC1=O)C=CC=C2 (2-(2-Hydroxyethyl)-1,4-benzoxazin-3-one). Yield: 40.0%. RXN SMILES: [NH2:1][C:2]1[CH:7]=[CH:6][CH:5]=[CH:4][C:3]=1[OH:8].Br[CH:10]1[CH2:15][CH2:14][O:13][C:11]1=[O:12].C(=O)([O-])[O-].[K+].[K+]>CN(C=O)C>[OH:13][CH2:14][CH2:15][CH:10]1[C:11](=[O:12])[NH:1][C:2]2[CH:7]=[CH:6][CH:5]=[CH:4][C:3]=2[O:8]1 |f:2.3.4|. Reported procedure: 2.18 g of 2-aminophenol and 1.1 equivalents of 2-bromo-γ-butyrolactone are mixed in 25 ml of DMF with 4 g of potassium carbonate. After 6 hours, it is heated to 75° C., poured onto water, extracted with ethyl acetate, the organic phase is dried with sodium sulfate and concentrated by evaporation. 40% yield results. Starting materials: Cl.C1(CC1)COC1=C(C=C(C=C1)CC)C=1C2=C(N=CN1)C(=C(N2)C)C(=O)N[C@@H]2CNC[C@H]2O (4-[2-(cyclopropylmethoxy)-5-ethylphenyl]-N-[(3R*,4R*)-4-hydroxypyrrolidin-3-yl]-6-methyl-5H-pyrrolo[3,2-d]pyrimidine-7-carboxamide hydrochloride), C(C)(=O)Cl (acetyl chloride). The product is C(C)(=O)N1C[C@H]([C@@H](C1)O)NC(=O)C1=C(NC2=C1N=CN=C2C2=C(C=CC(=C2)CC)OCC2CC2)C (N-[(3R*,4R*)-1-Acetyl-4-hydroxypyrrolidin-3-yl]-4-[2-(cyclopropylmethoxy)-5-ethylphenyl]-6-methyl-5H-pyrrolo[3,2-d]pyrimidine-7-carboxamide). Reaction SMILES: Cl.[CH:2]1([CH2:5][O:6][C:7]2[CH:12]=[CH:11][C:10]([CH2:13][CH3:14])=[CH:9][C:8]=2[C:15]2[C:16]3[NH:23][C:22]([CH3:24])=[C:21]([C:25]([NH:27][C@H:28]4[C@H:32]([OH:33])[CH2:31][NH:30][CH2:29]4)=[O:26])[C:17]=3[N:18]=[CH:19][N:20]=2)[CH2:4][CH2:3]1.[C:34](Cl)(=[O:36])[CH3:35]>>[C:34]([N:30]1[CH2:31][C@@H:32]([OH:33])[C@H:28]([NH:27][C:25]([C:21]2[C:17]3[N:18]=[CH:19][N:20]=[C:15]([C:8]4[CH:9]=[C:10]([CH2:13][CH3:14])[CH:11]=[CH:12][C:7]=4[O:6][CH2:5][CH:2]4[CH2:4][CH2:3]4)[C:16]=3[NH:23][C:22]=2[CH3:24])=[O:26])[CH2:29]1)(=[O:36])[CH3:35] |f:0.1|. Procedure: Starting from 4-[2-(cyclopropylmethoxy)-5-ethylphenyl]-N-[(3R*,4R*)-4-hydroxypyrrolidin-3-yl]-6-methyl-5H-pyrrolo[3,2-d]pyrimidine-7-carboxamide hydrochloride (example D.f51) and commercially available acetyl chloride the title compound is obtained as colorless solid.